Dataset: the Open Reaction Database (ORD), a public repository of structured organic reaction records. Task: describe an organic reaction: reactants, conditions, products, and yield Starting materials: [H-].[Na+] (sodium hydride), ClCC(=O)[O-].[Na+] (sodium chloroacetate), CCCCCC (hexane), CC(C)(C)C1=C(O[C@H]2[C@@H](CCC2)O)C=CC(=C1)C(C)(C)C (trans-2-[2,4-bis(1,1-dimethylethyl)phenoxy]cyclopentanol). The solvent is CS(=O)C (dimethyl sulfoxide). Conditions: temperature 40 celsius, time 1 hour. Yields the product CC(C)(C)C1=C(O[C@H]2[C@@H](CCC2)OCC(=O)O)C=CC(=C1)C(C)(C)C (trans-2-[[2-[2,4-bis(1,1-dimethylethyl)phenoxy]cyclopentyl]oxy]acetic acid). Yield: 25.8%. Reaction SMILES: [H-].[Na+].CCCCCC.[CH3:9][C:10]([C:13]1[CH:25]=[C:24]([C:26]([CH3:29])([CH3:28])[CH3:27])[CH:23]=[CH:22][C:14]=1[O:15][C@@H:16]1[CH2:20][CH2:19][CH2:18][C@H:17]1[OH:21])([CH3:12])[CH3:11].Cl[CH2:31][C:32]([O-:34])=[O:33].[Na+]>CS(C)=O>[CH3:12][C:10]([C:13]1[CH:25]=[C:24]([C:26]([CH3:29])([CH3:28])[CH3:27])[CH:23]=[CH:22][C:14]=1[O:15][C@@H:16]1[CH2:20][CH2:19][CH2:18][C@H:17]1[O:21][CH2:31][C:32]([OH:34])=[O:33])([CH3:9])[CH3:11] |f:0.1,4.5|. Procedure details: To 103 mg of 60% sodium hydride, prewashed with hexane, in 10 ml of dimethyl sulfoxide was added 500 mg of the title product of Example 100. The mixture was stirred at 40° C. until gas evolution ceased, and then 290 mg of sodium chloroacetate was added, the resulting mixture stirred at room temperature overnight and then at 80° for 1 hour. After cooling, the mixture was partitioned between diethyl ether and dilute aqueous hydrochloric acid, the aqueous layer further extracted with ether, the com... Reactants: ClC1=CC=C(C=C1)C=1N=C2N(C=CC=C2)C1CC1=NC=NC(=C1)Cl (2-(4-chlorophenyl)-3-((6-chloropyrimidin-4-yl)methyl)imidazo[1,2-a]pyridine). Run in CN(CCN)C (N,N-dimethylethane-1,2-diamine), CCOC(=O)C (EtOAc). Reaction conditions: temperature 95 celsius. The product is ClC1=CC=C(C=C1)C=1N=C2N(C=CC=C2)C1CC1=CC(=NC=N1)NCCN(C)C (N1-(6-((2-(4-chlorophenyl)imidazo[1,2-a]pyridin-3-yl)methyl)pyrimidin-4-yl)N2,N2-dimethylethane-1,2-diamine). Reaction SMILES: [Cl:1][C:2]1[CH:7]=[CH:6][C:5]([C:8]2[N:9]=[C:10]3[CH:15]=[CH:14][CH:13]=[CH:12][N:11]3[C:16]=2[CH2:17][C:18]2[CH:23]=[C:22](Cl)[N:21]=[CH:20][N:19]=2)=[CH:4][CH:3]=1>CN(C)CCN.CCOC(C)=O>[Cl:1][C:2]1[CH:7]=[CH:6][C:5]([C:8]2[N:9]=[C:10]3[CH:15]=[CH:14][CH:13]=[CH:12][N:11]3[C:16]=2[CH2:17][C:18]2[N:19]=[CH:20][N:21]=[C:22]([NH:9][CH2:8][CH2:16][N:11]([CH3:12])[CH3:10])[CH:23]=2)=[CH:4][CH:3]=1. Procedure: A mixture of 100 mg of 2-(4-chlorophenyl)-3-((6-chloropyrimidin-4-yl)methyl)imidazo[1,2-a]pyridine (0.282 mmol, 1 eq) in 1 mL of N,N-dimethylethane-1,2-diamine (excess) in a sealed tube was heated to 95° C. for 2 h. The solution was then diluted with EtOAc, washed with water, dried on MgSO4, filtered and concentrated. The crude was purified by silica gel chromatography (MeOH:NH4OH (95:5)/EtOAc, 0 to 15%). The product was finally washed with ether (33 mg, 29%) m/e+=407 (M+H+). 1H-NMR (400 MHz, CD... Reactants: C1(=CC=CC=C1)OC (anisole), S(=O)(=O)(N)N (sulfamide), t-butoxycarbonyl, FC(C(=O)O)(F)F (trifluoroacetic acid). Run in ClCCl (dichloromethane). Run at time 50 minute. The product is C(C1=CC=CC=C1)NS(=O)(=O)N (benzylsulfamide). Isolated yield 90.0%. Reaction SMILES: [S:1]([NH2:5])([NH2:4])(=[O:3])=[O:2].F[C:7](F)(F)C(O)=O.[C:13]1(OC)[CH:18]=[CH:17][CH:16]=[CH:15][CH:14]=1>ClCCl>[CH2:7]([NH:4][S:1]([NH2:5])(=[O:3])=[O:2])[C:13]1[CH:18]=[CH:17][CH:16]=[CH:15][CH:14]=1. Procedure: The condensed sulfamide having a t-butoxycarbonyl protecting group obtained as Sample No. 1 of Example 1 is dissolved in a mixture of dichloromethane (15 vol.) and anisole (15 vol.) under ice cooling, and trifluoroacetic acid (15 vol.) is added thereto. The mixture is stirred for 50 minutes, and for 1 hour after the ice bath is removed. The reaction mixture is concentrated. The residue is recrystallized from a mixture of ether and petroleum ether (1:6) to give benzylsulfamide. Colorless crystals... The reactants are [OH-].[K+] (potassium hydroxide), C(C)(C)N1CCN(CC1)CCCN (3-(4-isopropyl-1-piperazinyl)propylamine), CO (methanol), C(=S)=S (carbon disulfide). Reaction conditions: time 3.5 hour. The product is C(C)(C)N1CCN(CC1)CCCNC(SC)=S (methyl N-[3-(4-isopropyl-1-piperazinyl)propyl]dithiocarbamate). RXN SMILES: [OH-].[K+].[CH:3]([N:6]1[CH2:11][CH2:10][N:9]([CH2:12][CH2:13][CH2:14][NH2:15])[CH2:8][CH2:7]1)([CH3:5])[CH3:4].[C:16](=[S:18])=[S:17].[CH3:19]O>>[CH:3]([N:6]1[CH2:7][CH2:8][N:9]([CH2:12][CH2:13][CH2:14][NH:15][C:16](=[S:18])[S:17][CH3:19])[CH2:10][CH2:11]1)([CH3:5])[CH3:4] |f:0.1|. Procedure: To a solution of potassium hydroxide (4.9 g) in methanol (40 ml) was added 3-(4-isopropyl-1-piperazinyl)propylamine (14.7 g) and thereto was added carbon disulfide (6.0 g) under ice cooling over a period of 20 minutes. The resulting mixture was stirred for 3.5 hours under ice cooling. The reaction mixture was evaporated under reduced pressure. The residual oil was dissolved in water (40 ml) and washed with diethyl ether. The washed aqueous layer was ice-cooled and thereto was added methyl iodide... Starting materials: CC(C)CCC[C@@H](C)[C@H]1CC[C@H]2[C@@H]3CC=C4C[C@@H](O)CC[C@]4(C)[C@H]3CC[C@]12C (cholesterol), ClC=1C(C(=C(C(C1Cl)=O)C#N)C#N)=O (2,3-dichloro-5,6-dicyano-1,4-benzoquinone). Run in O1CCOCC1 (dioxane). Product: CC(C)CCC[C@@H](C)[C@H]1CC[C@H]2[C@@H]3C=CC4=CC(C=C[C@]4(C)[C@H]3CC[C@]12C)=O (1,4,6-cholestatrien-3 one). The yield is 56.0%. RXN SMILES: [CH3:1][CH:2]([CH2:4][CH2:5][CH2:6][C@H:7]([C@@H:9]1[C@:27]2([CH3:28])[C@H:12]([C@H:13]3[C@H:24]([CH2:25][CH2:26]2)[C@:22]2([CH3:23])[C:16]([CH2:17][C@H:18]([CH2:20][CH2:21]2)[OH:19])=[CH:15][CH2:14]3)[CH2:11][CH2:10]1)[CH3:8])[CH3:3].ClC1C(=O)C(C#N)=C(C#N)C(=O)C=1Cl>O1CCOCC1>[CH3:3][CH:2]([CH2:4][CH2:5][CH2:6][C@H:7]([C@@H:9]1[C@:27]2([CH3:28])[C@H:12]([C@H:13]3[C@H:24]([CH2:25][CH2:26]2)[C@:22]2([CH3:23])[C:16](=[CH:17][C:18](=[O:19])[CH:20]=[CH:21]2)[CH:15]=[CH:14]3)[CH2:11][CH2:10]1)[CH3:8])[CH3:1]. Procedure: 1,4,6-cholestatrien-3 one was prepared in 56% yield from cholesterol, 2,3-dichloro-5,6-dicyano-1,4-benzoquinone and dioxane by the procedure of A. B. Turner J. Chem. Soc. C, 2568 (1968). The yield is 68.3%. Reaction conditions: time 12 hour. RXN SMILES: [H-].[Na+].[C:3]([O:22][CH2:23][CH:24]([CH2:26][OH:27])[OH:25])([C:16]1[CH:21]=[CH:20][CH:19]=[CH:18][CH:17]=1)([C:10]1[CH:15]=[CH:14][CH:13]=[CH:12][CH:11]=1)[C:4]1[CH:9]=[CH:8][CH:7]=[CH:6][CH:5]=1.Br[CH2:29][CH2:30][CH2:31][CH2:32][CH2:33][CH2:34][CH2:35][CH2:36][CH2:37][CH2:38][CH2:39][CH2:40][CH2:41][CH2:42][CH2:43][CH3:44]>CN(C)C=O>[CH2:29]([O:27][CH2:26][CH:24]([CH2:23][O:22][C:3]([C:10]1[CH:15]=[CH:14][CH:13]=[CH:12][CH:11]=1)([C:16]1[CH:17]=[CH:18][CH:19]=[CH:20][CH:21]=1)[C:4]1[CH:5]=[CH:6][CH:7]=[CH:8][CH:9]=1)[O:25][CH2:44][CH2:43][CH2:42][CH2:41][CH2:40][CH2:39][CH2:38][CH2:37][CH2:36][CH2:35][CH2:34][CH2:33][CH2:32][CH2:31][CH2:30][CH3:29])[CH2:30][CH2:31][CH2:32][CH2:33][CH2:34][CH2:35][CH2:36][CH2:37][CH2:38][CH2:39][CH2:40][CH2:41][CH2:42][CH2:43][CH3:44] |f:0.1|. The reactants are C(C1=CC=CC=C1)(C1=CC=CC=C1)(C1=CC=CC=C1)OCC(O)CO (1-trityl glycerol), [H-].[Na+] (Sodium hydride), BrCCCCCCCCCCCCCCCC (1-bromohexadecane). Solvent: CN(C=O)C (dimethyl formamide), CN(C=O)C (dimethyl formamide). Procedure details: 1H-nmr (200 MHz, CDCl3), 3.21 (2H, m), 3.65 (2H, m), 3.85 (1H, m), 7.4 (15H, m). ##STR17## Sodium hydride (prewashed with hexane, 60% oil dispersion, 0.79 g, 32.89 mmol) was stirred in dry dimethyl formamide (50 ml) under a stream of nitrogen. 1-trityl glycerol (5.0 g, 14.95 mmol) in dry dimethyl formamide (50 ml) was added carefully. The reaction was stirred at room temperature for 30 minutes before 1-bromohexadecane (9.13 g, 29.90 mmol) was added and the reaction was stirred at room temperatur... The product is C(CCCCCCCCCCCCCCC)OCC(OCCCCCCCCCCCCCCCC)COC(C1=CC=CC=C1)(C1=CC=CC=C1)C1=CC=CC=C1 (1,2-dihexadecyl-3-trityl glycerol). The reactants are CCO, CCOC(=O)c1ccc(Cl)cc1, NC(Cc1cc2ccccc2[nH]c1=O)C(=O)O. Product: O=C(NC(Cc1cc2ccccc2[nH]c1=O)C(=O)O)c1ccc(Cl)cc1. As a reaction SMILES: [CH3:30][CH2:31][OH:32].[Cl:1][c:2]1[cH:3][cH:4][c:5]([C:6]([O:8][CH2:7][CH3:9])=[O:10])[cH:11][cH:12]1.[NH2:13][CH:14]([C:15](=[O:16])[OH:17])[CH2:18][c:19]1[c:20](=[O:29])[nH:21][c:22]2[cH:23][cH:24][cH:25][cH:26][c:27]2[cH:28]1>>[Cl:1][c:2]1[cH:3][cH:4][c:5]([C:6](=[O:8])[NH:13][CH:14]([C:15](=[O:16])[OH:17])[CH2:18][c:19]2[c:20](=[O:29])[nH:21][c:22]3[cH:23][cH:24][cH:25][cH:26][c:27]3[cH:28]2)[cH:11][cH:12]1.